This data is from the Open Reaction Database (ORD), a public repository of structured organic reaction records. The task is: describe an organic reaction: reactants, conditions, products, and yield The reactants are C1CNCCN1, CCN1CCOCC1, CC(C)(C)Nc1cc(Cl)nc(NC(C)(C)C)n1. Yields the product CC(C)(C)Nc1cc(N2CCNCC2)nc(NC(C)(C)C)n1. Reaction SMILES: [CH2:18]1[CH2:19][NH:20][CH2:21][CH2:22][NH:23]1.[CH2:24]([N:25]1[CH2:26][CH2:27][O:28][CH2:29][CH2:30]1)[CH3:31].[Cl:1][c:2]1[n:3][c:4]([NH:13][C:14]([CH3:15])([CH3:16])[CH3:17])[n:5][c:6]([NH:8][C:9]([CH3:10])([CH3:11])[CH3:12])[cH:7]1>>[c:2]1([N:20]2[CH2:19][CH2:18][NH:23][CH2:22][CH2:21]2)[n:3][c:4]([NH:13][C:14]([CH3:15])([CH3:16])[CH3:17])[n:5][c:6]([NH:8][C:9]([CH3:10])([CH3:11])[CH3:12])[cH:7]1. Starting materials: C(C)OC(C(C(OC1=C(C=CC=C1)[N+](=O)[O-])C1=CC=CC=C1)O)=O (ethyl-3-phenyl-2-hydroxy-3-(2-nitrophenoxy)-propionate), C(O)CN (ethanolamine). Run in C(C)O (ethanol). The product is OCCNC(C(C(OC1=C(C=CC=C1)[N+](=O)[O-])C1=CC=CC=C1)O)=O (N-(2-hydroxyethyl)-3-phenyl-2-hydroxy-3-(2-nitrophenoxy)-propionamide). The yield is 58.0%. As a reaction SMILES: C(O[C:4](=[O:24])[CH:5]([OH:23])[CH:6]([C:17]1[CH:22]=[CH:21][CH:20]=[CH:19][CH:18]=1)[O:7][C:8]1[CH:13]=[CH:12][CH:11]=[CH:10][C:9]=1[N+:14]([O-:16])=[O:15])C.[CH2:25]([CH2:27][NH2:28])[OH:26]>C(O)C>[OH:26][CH2:25][CH2:27][NH:28][C:4](=[O:24])[CH:5]([OH:23])[CH:6]([C:17]1[CH:18]=[CH:19][CH:20]=[CH:21][CH:22]=1)[O:7][C:8]1[CH:13]=[CH:12][CH:11]=[CH:10][C:9]=1[N+:14]([O-:16])=[O:15]. Procedure details: 3 g of ethyl-3-phenyl-2-hydroxy-3-(2-nitrophenoxy)-propionate was refluxed with 5.4 ml of ethanolamine in 50 ml of anhydrous ethanol for 20 hours. The solvent was removed under reduced pressure, the residue was taken up with water and the solid collected by filtration. After crystallization from ethyl acetate, 1.8 g of N-(2-hydroxyethyl)-3-phenyl-2-hydroxy-3-(2-nitrophenoxy)-propionamide was obtained, m.p. 166°-188° C. Yield 58%. Starting materials: BrC1=CC=C(C=C1)CCC(CO)(CO)NC(C)=O (N-[3-(4-bromophenyl)-1,1-bis(hydroxymethyl)propyl]acetamide), COC(C)(C)OC (acetone dimethyl acetal), C1(=CC=C(C=C1)S(=O)(=O)O)C (p-toluenesulfonic acid). The solvent is CC(=O)C (acetone). Yields the product BrC1=CC=C(C=C1)CCC1(COC(OC1)(C)C)NC(C)=O (N-{5-[2-(4-bromophenyl)ethyl]-2,2-dimethyl-1,3-dioxan-5-yl}acetamide). Yield: 87.3%. As a reaction SMILES: [Br:1][C:2]1[CH:7]=[CH:6][C:5]([CH2:8][CH2:9][C:10]([NH:15][C:16](=[O:18])[CH3:17])([CH2:13][OH:14])[CH2:11][OH:12])=[CH:4][CH:3]=1.CO[C:21](OC)([CH3:23])[CH3:22].C1(C)C=CC(S(O)(=O)=O)=CC=1>CC(C)=O>[Br:1][C:2]1[CH:7]=[CH:6][C:5]([CH2:8][CH2:9][C:10]2([NH:15][C:16](=[O:18])[CH3:17])[CH2:11][O:12][C:21]([CH3:23])([CH3:22])[O:14][CH2:13]2)=[CH:4][CH:3]=1. Reported procedure: A solution of N-[3-(4-bromophenyl)-1,1-bis(hydroxymethyl)propyl]acetamide (42.2 g) of Reference Example 4, acetone dimethyl acetal (41.9 g) and a catalytic amount of p-toluenesulfonic acid in acetone (200 mL) was stirred at room temperature for one day. The reaction mixture was concentrated under reduced pressure, and the residual crude crystals were suspended in aqueous sodium hydrogen carbonate solution and collected by filtration to give the title compound (41.5 g) as white crystals. Reactants: C1CCOC1, COc1ccc(CNc2cc(F)ccc2Nc2ncc([N+](=O)[O-])c(NC3CCOc4c(F)cccc43)n2)c(OC)c1, O. Product: COc1ccc(CNc2cc(F)ccc2Nc2ncc(N)c(NC3CCOc4c(F)cccc43)n2)c(OC)c1. RXN SMILES: [CH2:43]1[O:44][CH2:45][CH2:46][CH2:47]1.[CH3:1][O:2][c:3]1[c:4]([CH2:5][NH:6][c:7]2[c:8]([NH:14][c:15]3[n:16][cH:17][c:18]([N+:33]([O-:34])=[O:35])[c:19]([NH:21][CH:22]4[CH2:23][CH2:24][O:25][c:26]5[c:27]([F:32])[cH:28][cH:29][cH:30][c:31]54)[n:20]3)[cH:9][cH:10][c:11]([F:13])[cH:12]2)[cH:36][cH:37][c:38]([O:40][CH3:41])[cH:39]1.[OH2:42]>>[CH3:1][O:2][c:3]1[c:4]([CH2:5][NH:6][c:7]2[c:8]([NH:14][c:15]3[n:16][cH:17][c:18]([NH2:33])[c:19]([NH:21][CH:22]4[CH2:23][CH2:24][O:25][c:26]5[c:27]([F:32])[cH:28][cH:29][cH:30][c:31]54)[n:20]3)[cH:9][cH:10][c:11]([F:13])[cH:12]2)[cH:36][cH:37][c:38]([O:40][CH3:41])[cH:39]1. Reactants: BrC=1C=C2C=C(N=CC2=CC1)Cl (6-bromo-3-chloroisoquinoline), C[Si](CCO)(C)C (2-(trimethylsilyl)-ethanol), CS(=O)C (DMSO). The reagents and catalysts are CC(=O)[O-].CC(=O)[O-].[Pd+2] (Pd(OAc)2), C1(=CC=CC=C1)P([C-]1C=CC=C1)C1=CC=CC=C1.[C-]1(C=CC=C1)P(C1=CC=CC=C1)C1=CC=CC=C1.[Fe+2] (1,1′-Bis(diphenyl-phosphino)ferrocene). Solvent: CN(C)C=O (DMF), CCOC(=O)C (EtOAc). Conditions: temperature 120 celsius, time 10 minute. The product is ClC=1N=CC2=CC=C(C=C2C1)C(=O)O (3-Chloroisoquinoline-6-carboxylic acid). The yield is 26.2%. RXN SMILES: Br[C:2]1[CH:3]=[C:4]2[C:9](=[CH:10][CH:11]=1)[CH:8]=[N:7][C:6]([Cl:12])=[CH:5]2.C[Si](C)(C)C[CH2:16][OH:17].CS(C)=[O:22]>CN(C=O)C.CCOC(C)=O.CC([O-])=O.CC([O-])=O.[Pd+2].C1(P(C2C=CC=CC=2)[C-]2C=CC=C2)C=CC=CC=1.[C-]1(P(C2C=CC=CC=2)C2C=CC=CC=2)C=CC=C1.[Fe+2]>[Cl:12][C:6]1[N:7]=[CH:8][C:9]2[C:4]([CH:5]=1)=[CH:3][C:2]([C:16]([OH:17])=[O:22])=[CH:11][CH:10]=2 |f:5.6.7,8.9.10|. Reported procedure: A suspension of 6-bromo-3-chloroisoquinoline (93.5 mg, 0.386 mmol), 2-(trimethylsilyl)-ethanol (456 mg, 3.856 mmol), Pd(OAc)2 (8.7 mg, 0.039 mmol), 1,1′-Bis(diphenyl-phosphino)ferrocene (45.1 mg, 0.077 mmol) and DMSO (27 uL, 0.386 mmol) in DMF (6 mL) was placed in a microwave tube (15 mL). The reaction was saturated with CO gas for 10 minutes before the tube was sealed and stirred at 120° C. under microwave irradiation for 10 hours. The reaction mixture was diluted with EtOAc and filtered. 2M Na...